From a dataset of the Open Reaction Database (ORD), a public repository of structured organic reaction records. describe an organic reaction: reactants, conditions, products, and yield As a reaction SMILES: [CH2:10]([CH3:11])[O:12][C:13](=[O:14])[c:15]1[n:16][cH:17][c:18]2[nH:19][c:20]3[cH:21][cH:22][c:23]([OH:31])[cH:24][c:25]3[c:26]2[c:27]1[CH2:28][O:29][CH3:30].[CH3:1][O:2][c:3]1[cH:4][cH:5][c:6]([Br:9])[cH:7][cH:8]1.[n:32]1[c:33]([CH3:34])[cH:35][c:36]([CH3:37])[cH:38][c:39]1[CH3:40]>>[CH3:1][O:2][c:3]1[cH:4][cH:5][c:6]([O:31][c:23]2[cH:22][cH:21][c:20]3[nH:19][c:18]4[cH:17][n:16][c:15]([C:13]([O:12][CH2:10][CH3:11])=[O:14])[c:27]([CH2:28][O:29][CH3:30])[c:26]4[c:25]3[cH:24]2)[cH:7][cH:8]1. Reactants: CCOC(=O)c1ncc2[nH]c3ccc(O)cc3c2c1COC, COc1ccc(Br)cc1, Cc1cc(C)nc(C)c1. The product is CCOC(=O)c1ncc2[nH]c3ccc(Oc4ccc(OC)cc4)cc3c2c1COC. Starting materials: CCO, Cl, [Fe], Nc1c([N+](=O)[O-])cc(Cl)c(Cl)c1Cl, [Na+], [Na+], O=C([O-])[O-], O. Product: Nc1cc(Cl)c(Cl)c(Cl)c1N. Reaction SMILES: [CH3:14][CH2:15][OH:16].[ClH:17].[Fe:25].[N+:1]([O-:2])(=[O:3])[c:4]1[cH:5][c:6]([Cl:13])[c:7]([Cl:12])[c:8]([Cl:11])[c:9]1[NH2:10].[Na+:18].[Na+:19].[O-:20][C:21](=[O:22])[O-:23].[OH2:24]>>[NH2:1][c:4]1[cH:5][c:6]([Cl:13])[c:7]([Cl:12])[c:8]([Cl:11])[c:9]1[NH2:10]. Reactants: [H-].[Na+] (Sodium hydride), N1=C(C=NC=C1)C=1C=CC(NC1)=O (5-(2-pyrazinyl)-2(1H) pyridone), CN(C)C=O (DMF), CC=1C=CC(=CC1)S(=O)(=O)C (Methyl p-toluene sulfonate). Yields the product CN1C(C=CC(=C1)N1CC=NC=C1)=O (1-Methyl-5-(4-pyrazinyl)-2-pyridone). Reaction SMILES: [H-].[Na+].[N:3]1[CH:8]=[CH:7][N:6]=[CH:5][C:4]=1C1C=CC(=O)NC=1.[CH3:16][C:17]1C=CC(S(C)(=O)=O)=C[CH:22]=1.[CH3:27][N:28]([CH:30]=[O:31])[CH3:29]>>[CH3:27][N:28]1[CH:29]=[C:22]([N:3]2[CH:4]=[CH:5][N:6]=[CH:7][CH2:8]2)[CH:17]=[CH:16][C:30]1=[O:31] |f:0.1|. Reported procedure: Sodium hydride (0.75 g) is added to a stirred solution of 5-(2-pyrazinyl)-2(1H) pyridone (2.2 g) in DMF (150 ml). Methyl p-toluene sulfonate (4.0 g) is added to the stirred reaction mixture after 5 minutes of stirring. After 35 minutes reaction time at RT, the reaction mixture is filtered and the filtrate evaporated in vacuum. The oily solid residue is washed with ether, filtered and the dry solid treated with hot acetone. The acetone is filtered and the filtrate evaporated, yielding a solid. Th... Yield: 15.0%. Yields the product C1(=CC=CC=C1)N(C1=CC=CC2=C(C=CC=C12)NC1=CC=CC=C1)C1=CC=CC=C1 (N,N,N′-triphenyl-1,5-diaminonaphthalene). Reaction SMILES: [NH2:1][C:2]1[C:11]2[C:6](=[C:7]([NH2:12])[CH:8]=[CH:9][CH:10]=2)[CH:5]=[CH:4][CH:3]=1.Br[C:14]1[CH:19]=[CH:18][CH:17]=[CH:16][CH:15]=1.C(P([C:29]([CH3:32])([CH3:31])C)C(C)(C)C)(C)(C)C.C[C:34]([CH3:37])([O-])[CH3:35].[Na+]>C([O-])(=O)C.C([O-])(=O)C.[Pd+2].C1(C)C(C)=CC=CC=1>[C:14]1([N:1]([C:31]2[CH:29]=[CH:32][CH:6]=[CH:5][CH:4]=2)[C:2]2[C:11]3[C:6](=[C:7]([NH:12][C:35]4[CH:34]=[CH:37][CH:11]=[CH:2][CH:3]=4)[CH:8]=[CH:9][CH:10]=3)[CH:5]=[CH:4][CH:3]=2)[CH:19]=[CH:18][CH:17]=[CH:16][CH:15]=1 |f:3.4,5.6.7|. Procedure: 1,5-Diaminonaphthalene (16.0 g, 0.101 mol) was combined with bromobenzene (47.1 g, 0.300 mol), palladium diacetate (1.2 g, 0.004 mol), tri-t-butylphosphine (4 mL), sodium t-butoxide (24.0 g, 0.26 mol), and xylene (400 mL). The mixture was heated at 140° C. with magnetic stirring under a nitrogen atmosphere. After 15 h, an additional amount of palladium diacetate (0.100 g, 0.0004 mol) was added. After heating for another 6 h, an additional amount of palladium diacetate (0.100 g, 0.0004 mol) was a... Solvent: C=1(C(=CC=CC1)C)C (xylene). The reactants are NC1=CC=CC2=C(C=CC=C12)N (1,5-Diaminonaphthalene), CC(C)([O-])C.[Na+] (sodium t-butoxide), BrC1=CC=CC=C1 (bromobenzene), C(C)(C)(C)P(C(C)(C)C)C(C)(C)C (tri-t-butylphosphine). Conditions: temperature 140 celsius, time 15 hour. Reagents/catalysts: C(C)(=O)[O-].C(C)(=O)[O-].[Pd+2] (palladium diacetate), C(C)(=O)[O-].C(C)(=O)[O-].[Pd+2] (palladium diacetate), C(C)(=O)[O-].C(C)(=O)[O-].[Pd+2] (palladium diacetate). The reactants are ClC1=NC2=CC=CC=C2C(=N1)Cl (2,4-dichloroquinazoline), CNC1=CC=CC=C1 (N-methylaniline). Product: CN(C1=NC2=CC=CC=C2C(=N1)N(C1=CC=CC=C1)C)C1=CC=CC=C1 (N2,N4-Dimethyl-N2,N4-diphenyl-quinazoline-2,4-diamine), powder. Isolated yield 66.0%. As a reaction SMILES: Cl[C:2]1[N:11]=[C:10](Cl)[C:9]2[C:4](=[CH:5][CH:6]=[CH:7][CH:8]=2)[N:3]=1.[CH3:13][NH:14][C:15]1[CH:20]=[CH:19][CH:18]=[CH:17][CH:16]=1>>[CH3:13][N:14]([C:15]1[CH:20]=[CH:19][CH:18]=[CH:17][CH:16]=1)[C:2]1[N:11]=[C:10]([N:3]([CH3:2])[C:4]2[CH:9]=[CH:8][CH:7]=[CH:6][CH:5]=2)[C:9]2[C:4](=[CH:5][CH:6]=[CH:7][CH:8]=2)[N:3]=1. Reported procedure: The title compound was prepared from 2,4-dichloroquinazoline (50 mg, 0.251 mmol) and N-methylaniline (40 μL, 0.401 mmol) by a procedure similar to example 1b and was isolated as white powder (33 mg, 66%). 1H NMR (CDCl3): 7.54 (dd, J=8.2 and 0.6 Hz, 1H), 7.45 (dd, J=8.4 and 1. Hz, 1H), 7.44-7.29 (m, 6H), 7.21-7.10 (m, 4H), 6.86 (dd, J=8.4 and 0.9 Hz, 1H), 6.67 (ddd, J=8.4, 7.2 and 1.1 Hz, 1H), 3.69 (s, 3H), 3.33 (s, 3H). The reactants are [H-].[Na+] (sodium hydride), FC(CO)(C(F)F)F (2,2,3,3-tetrafluoro-1-propanol), C([O-])(O)=O.[Na+] (sodium bicarbonate), FC1=CC=C(C=O)C=C1 (4-fluorobenzaldehyde). The solvent is CN(C=O)C (N,N-dimethylformamide), CN(C=O)C (N,N-dimethylformamide). Yields the product FC(COC1=CC=C(C=O)C=C1)(C(F)F)F (4-(2,2,3,3-tetrafluoropropoxy)benzaldehyde). The yield is 71.3%. As a reaction SMILES: [H-].[Na+].[F:3][C:4]([F:10])([CH:7]([F:9])[F:8])[CH2:5][OH:6].F[C:12]1[CH:19]=[CH:18][C:15]([CH:16]=[O:17])=[CH:14][CH:13]=1.C(=O)(O)[O-].[Na+]>CN(C)C=O>[F:3][C:4]([F:10])([CH:7]([F:9])[F:8])[CH2:5][O:6][C:12]1[CH:19]=[CH:18][C:15]([CH:16]=[O:17])=[CH:14][CH:13]=1 |f:0.1,4.5|. Reported procedure: To sodium hydride (288 mg as 55-60% mineral oil dispersion, 6 mmol) in N,N-dimethylformamide (2 mL), a solution of 2,2,3,3-tetrafluoro-1-propanol (535 μL, 6 mmol) in N,N-dimethylformamide (8 mL) was added dropwise. The reaction mixture was stirred for thirty minutes at room temperature. Then, 4-fluorobenzaldehyde (429 μL, 4 mmol) was added slowly, and the reaction was heated to 80° C. for three hours. After cooling, saturated sodium bicarbonate solution was added. The mixture was extracted with ...